This data is from the Open Reaction Database (ORD), a public repository of structured organic reaction records. The task is: describe an organic reaction: reactants, conditions, products, and yield Reactants: BrP(Br)(c1ccccc1)(c1ccccc1)c1ccccc1, COc1ccc(CO)cc1OC1CCCC1, C1CCOC1, O. Yields the product COc1ccc(CBr)cc1OC1CCCC1. As a reaction SMILES: [Br:17][P:18]([Br:19])([c:20]1[cH:21][cH:22][cH:23][cH:24][cH:25]1)([c:26]1[cH:27][cH:28][cH:29][cH:30][cH:31]1)[c:32]1[cH:33][cH:34][cH:35][cH:36][cH:37]1.[CH:1]1([O:6][c:7]2[cH:8][c:9]([CH2:10][OH:11])[cH:12][cH:13][c:14]2[O:15][CH3:16])[CH2:2][CH2:3][CH2:4][CH2:5]1.[O:39]1[CH2:40][CH2:41][CH2:42][CH2:43]1.[OH2:38]>>[CH:1]1([O:6][c:7]2[cH:8][c:9]([CH2:10][Br:17])[cH:12][cH:13][c:14]2[O:15][CH3:16])[CH2:2][CH2:3][CH2:4][CH2:5]1. Reactants: C(CC)C=1OC2=C(N1)C=C(C=C2)CC(=O)OC (methyl (2-propyl-5-benzoxazolyl)acetate), [OH-].[K+] (potassium hydroxide). Solvent: CO (methanol). Product: C(CC)C=1OC2=C(N1)C=C(C=C2)CC(=O)O ((2-propyl-5-benzoxazolyl)acetic acid). Yield: 0.0%. As a reaction SMILES: [CH2:1]([C:4]1[O:5][C:6]2[CH:12]=[CH:11][C:10]([CH2:13][C:14]([O:16]C)=[O:15])=[CH:9][C:7]=2[N:8]=1)[CH2:2][CH3:3].[OH-].[K+]>CO>[CH2:1]([C:4]1[O:5][C:6]2[CH:12]=[CH:11][C:10]([CH2:13][C:14]([OH:16])=[O:15])=[CH:9][C:7]=2[N:8]=1)[CH2:2][CH3:3] |f:1.2|. Reported procedure: The product from Step 3 (4.0 g, 0.01 72 mol) was dissolved in methanol (30 ml) and potassium hydroxide flakes (1.06 g, 0.0188 mol) were added. The mixture was heated at reflux for 2 hours, then cooled and the solvent was evaporated in vacuo. The residue was taken up in water and extracted with diethyl ether. The aqueous phase was collected, acidified to pH1 with dilute aqueous hydrochloric acid and extracted with ethyl acetate. The organic extract was washed with brine, dried over anhydrous magn... Starting materials: ClCCl, CC(=O)OC(C)=O, O=C(Nc1nccs1)C(CC1CCC(O)C1)c1ccc(Cl)c(Cl)c1, c1ccncc1. Yields the product CC(=O)OC1CCC(CC(C(=O)Nc2nccs2)c2ccc(Cl)c(Cl)c2)C1. RXN SMILES: [CH2:38]([Cl:39])[Cl:40].[CH3:25][C:26](=[O:27])[O:28][C:29](=[O:30])[CH3:31].[Cl:1][c:2]1[cH:3][c:4]([CH:9]([C:10](=[O:11])[NH:12][c:13]2[s:14][cH:15][cH:16][n:17]2)[CH2:18][CH:19]2[CH2:20][CH:21]([OH:24])[CH2:22][CH2:23]2)[cH:5][cH:6][c:7]1[Cl:8].[cH:32]1[cH:33][cH:34][n:35][cH:36][cH:37]1>>[Cl:1][c:2]1[cH:3][c:4]([CH:9]([C:10](=[O:11])[NH:12][c:13]2[s:14][cH:15][cH:16][n:17]2)[CH2:18][CH:19]2[CH2:20][CH:21]([O:24][C:26]([CH3:25])=[O:27])[CH2:22][CH2:23]2)[cH:5][cH:6][c:7]1[Cl:8]. Starting materials: CCOC(=O)c1[nH]ccc1N, CO, O=Cc1ncc[nH]1. Product: CCOC(=O)c1[nH]ccc1NCc1ncc[nH]1. As a reaction SMILES: [CH2:1]([CH3:2])[O:3][C:4](=[O:5])[c:6]1[nH:7][cH:8][cH:9][c:10]1[NH2:11].[CH3:19][OH:20].[nH:12]1[c:13]([CH:17]=[O:18])[n:14][cH:15][cH:16]1>>[CH2:1]([CH3:2])[O:3][C:4](=[O:5])[c:6]1[nH:7][cH:8][cH:9][c:10]1[NH:11][CH2:17][c:13]1[nH:12][cH:16][cH:15][n:14]1. The reactants are C(C1=CC=CC=C1)ON1[C@@H]2CC[C@H](N(C1=O)C2)C(=O)NNC(=O)C2CCCC2 ((2S,5R)-6-(benzyloxy)-N′-(cyclopentylcarbonyl)-7-oxo-1,6-diazabicyclo[3.2.1]octane-2-carbohydrazide), [H][H] (hydrogen). Reagents/catalysts: [Pd] (Pd/C). Run in CO (methanol). Product: C1(CCCC1)C(=O)NNC(=O)[C@H]1N2C(N([C@H](CC1)C2)O)=O ((2S,5R)-N′-(cyclopentylcarbonyl)-6-hydroxy-7-oxo-1,6-diazabicyclo[3.2.1]octane-2-carbohydrazide). The yield is 94.8%. RXN SMILES: C([O:8][N:9]1[C:15](=[O:16])[N:14]2[CH2:17][C@H:10]1[CH2:11][CH2:12][C@H:13]2[C:18]([NH:20][NH:21][C:22]([CH:24]1[CH2:28][CH2:27][CH2:26][CH2:25]1)=[O:23])=[O:19])C1C=CC=CC=1.[H][H]>CO.[Pd]>[CH:24]1([C:22]([NH:21][NH:20][C:18]([C@@H:13]2[CH2:12][CH2:11][C@@H:10]3[CH2:17][N:14]2[C:15](=[O:16])[N:9]3[OH:8])=[O:19])=[O:23])[CH2:28][CH2:27][CH2:26][CH2:25]1. Procedure details: To a solution of (2S,5R)-6-(benzyloxy)-N′-(cyclopentylcarbonyl)-7-oxo-1,6-diazabicyclo[3.2.1]octane-2-carbohydrazide 191 (0.33 g, 0.84 ml) in methanol (20 mL) was added 10% Pd/C (0.30 g). The mixture was hydrogenated under 15 psi hydrogen atmosphere at room temperature for 1 h. The catalyst was filtered through Celite, and the filtrate was evaporated to give (2S,5R)-N′-(cyclopentylcarbonyl)-6-hydroxy-7-oxo-1,6-diazabicyclo[3.2.1]octane-2-carbohydrazide 192 (0.24 g, 98%) as a colorless foam. The reactants are CC(C)(C)NO, CC(C)(C)c1cc(C=O)c(O)c(C(C)(C)C)c1. Product: CC(C)(C)c1cc(C=[N+]([O-])C(C)(C)C)c(O)c(C(C)(C)C)c1. Reaction SMILES: [C:18]([CH3:19])([CH3:20])([CH3:21])[NH:22][OH:23].[C:1]([CH3:2])([CH3:3])([CH3:4])[c:5]1[c:6]([OH:17])[c:7]([CH:8]=[O:9])[cH:10][c:11]([C:13]([CH3:14])([CH3:15])[CH3:16])[cH:12]1>>[C:1]([CH3:2])([CH3:3])([CH3:4])[c:5]1[c:6]([OH:17])[c:7]([CH:8]=[N+:22]([C:18]([CH3:19])([CH3:20])[CH3:21])[O-:23])[cH:10][c:11]([C:13]([CH3:14])([CH3:15])[CH3:16])[cH:12]1. The reactants are CCO, Cl, CC1(C)Oc2cc(CN=[N+]=[N-])cc(OCc3ccccc3)c2O1. Product: Cl, CC1(C)Oc2cc(CN)cc(OCc3ccccc3)c2O1. Reaction SMILES: [CH3:25][CH2:26][OH:27].[ClH:24].[N:1](=[N+:2]=[N-:3])[CH2:4][c:5]1[cH:6][c:7]([O:16][CH2:17][c:18]2[cH:19][cH:20][cH:21][cH:22][cH:23]2)[c:8]2[c:9]([cH:15]1)[O:10][C:11]([CH3:13])([CH3:14])[O:12]2>>[ClH:24].[NH2:1][CH2:4][c:5]1[cH:6][c:7]([O:16][CH2:17][c:18]2[cH:19][cH:20][cH:21][cH:22][cH:23]2)[c:8]2[c:9]([cH:15]1)[O:10][C:11]([CH3:13])([CH3:14])[O:12]2. Reactants: S=C1C2=C(N(N=C1C(=O)OCC)CC1=CC=C(C=C1)N1N=CC=C1)C=CS2 (Ethyl 4-thioxo-1-{[4-(1H-pyrazol-1-yl)phenyl]methyl}-1,4-dihydrothieno[3,2-c]pyridazine-3-carboxylate), NN (hydrazine). The solvent is C(C)O (ethanol). Run at time 2 hour. Yields the product N1(N=CC=C1)C1=CC=C(C=C1)CN1N=C2C(C3=C1C=CS3)=NNC2=O (5-{[4-(1H-pyrazol-1-yl)phenyl]methyl}-2,5-dihydro-3H-pyrazol[4,3-c]thieno[2,3-e]pyridazin-3-one). As a reaction SMILES: S=[C:2]1[C:7]([C:8](OCC)=[O:9])=[N:6][N:5]([CH2:13][C:14]2[CH:19]=[CH:18][C:17]([N:20]3[CH:24]=[CH:23][CH:22]=[N:21]3)=[CH:16][CH:15]=2)[C:4]2[CH:25]=[CH:26][S:27][C:3]1=2.[NH2:28][NH2:29]>C(O)C>[N:20]1([C:17]2[CH:18]=[CH:19][C:14]([CH2:13][N:5]3[C:4]4[CH:25]=[CH:26][S:27][C:3]=4[C:2]4=[N:28][NH:29][C:8](=[O:9])[C:7]4=[N:6]3)=[CH:15][CH:16]=2)[CH:24]=[CH:23][CH:22]=[N:21]1. Procedure: Ethyl 4-thioxo-1-{[4-(1H-pyrazol-1-yl)phenyl]methyl}-1,4-dihydrothieno[3,2-c]pyridazine-3-carboxylate (23 mg, 0.058 mmol) and hydrazine (1.0 mL, 31 mmol, 550 equiv) were combined in absolute ethanol (7 mL) and placed into an oil bath preheated to 85° C. for 2 hours. The mixture was cooled to ambient temperature and concentrated in vacuo, providing the titled compound.